Dataset: the Open Reaction Database (ORD), a public repository of structured organic reaction records. Task: describe an organic reaction: reactants, conditions, products, and yield Starting materials: Cl[Si](CC)(CC)CC (Chlorotriethylsilane), N1C=NC=C1 (Imidazole), C(C)NCCO (2-(ethylamino)ethanol), N1C=NC=C1 (imidazole). Solvent: C(Cl)Cl (CH2Cl2). Run at time 8 hour. Product: C(C)NCCO[Si](CC)(CC)CC (ethyl-(2-triethylsilanyloxy-ethyl)-amine). The yield is 105.2%. RXN SMILES: N1C=CN=C1.[CH2:6]([NH:8][CH2:9][CH2:10][OH:11])[CH3:7].Cl[Si:13]([CH2:18][CH3:19])([CH2:16][CH3:17])[CH2:14][CH3:15]>C(Cl)Cl>[CH2:6]([NH:8][CH2:9][CH2:10][O:11][Si:13]([CH2:18][CH3:19])([CH2:16][CH3:17])[CH2:14][CH3:15])[CH3:7]. Reported procedure: Imidazole (18.15 g) was added to the solution of 2-(ethylamino)ethanol (9.14 g) in CH2Cl2 (200 mL) at room temperature. The mixture was stirred for 10 minutes until all imidazole were dissolved. The solution was cooled in ice bath for 20 minutes. Chlorotriethylsilane (15.46 g) was added to the solution via a syringe. The solution was stirred under nitrogen for overnight, while it was warmed up to room temperature. The reaction solution was washed by H2O (150 mL×3), brine (150 mL×1), dried by Na2... The reactants are C(#N)C=1C(=C(C=C(C1)C1OCCO1)OC)OC (2-(5-cyano-3,4-dimethoxyphenyl)-1,3-dioxolane), [H-].[Al+3].[Li+].[H-].[H-].[H-] (lithium aluminum hydride). Run in C(C)OCC (diethyl ether), C(C)OCC (diethyl ether), C1CCOC1 (THF). Reported procedure: 2-(5-cyano-3,4-dimethoxyphenyl)-1,3-dioxolane (50) (FIG. 22) (0.555 g, 2.23 mmole) was predissolved in 2 ml dry THF and 10 ml anhydrous diethyl ether. To this solution under an argon atmosphere at room temperature was added 2.23 ml of 1.0M lithium aluminum hydride in diethyl ether solution. The reaction was then stirred at room temperature for 4 hours. The reaction was then cooled to 0° C. and the excess hydride destroyed with H2O. The reaction mixture was subsequently quenched with 10% NaOH and... Conditions: time 4 hour. Product: NCC=1C(=C(C=C(C1)C1OCCO1)OC)OC (2-(5-aminomethyl-3,4-dimethoxyphenyl)-1,3-dioxolane). RXN SMILES: [C:1]([C:3]1[C:4]([O:16][CH3:17])=[C:5]([O:14][CH3:15])[CH:6]=[C:7]([CH:9]2[O:13][CH2:12][CH2:11][O:10]2)[CH:8]=1)#[N:2].[H-].[Al+3].[Li+].[H-].[H-].[H-]>C1COCC1.C(OCC)C>[NH2:2][CH2:1][C:3]1[C:4]([O:16][CH3:17])=[C:5]([O:14][CH3:15])[CH:6]=[C:7]([CH:9]2[O:13][CH2:12][CH2:11][O:10]2)[CH:8]=1 |f:1.2.3.4.5.6|. Reactants: C=CC(C)CCC1CC(O)CC(O)(C2CSC(=O)N2Cc2ccc(OC)cc2)O1, C=CCCCC1CC(O)CC(O)(C2CSC(=O)N2Cc2ccc(OC)cc2)O1. Yields the product C=CC(C)CCC1CC(O)CC(OC)(C2CSC(=O)N2Cc2ccc(OC)cc2)O1. Reaction SMILES: [OH:1][C:2]1([CH:15]2[N:16]([CH2:21][c:22]3[cH:23][cH:24][c:25]([O:28][CH3:29])[cH:26][cH:27]3)[C:17](=[O:20])[S:18][CH2:19]2)[O:3][CH:4]([CH2:9][CH2:10][CH:11]([CH:12]=[CH2:13])[CH3:14])[CH2:5][CH:6]([OH:8])[CH2:7]1.[OH:30][C:31]1([CH:32]2[CH2:33][S:34][C:35](=[O:36])[N:37]2[CH2:38][c:39]2[cH:40][cH:41][c:42]([O:43][CH3:44])[cH:45][cH:46]2)[CH2:47][CH:48]([OH:49])[CH2:50][CH:51]([CH2:52][CH2:53][CH2:54][CH:55]=[CH2:56])[O:57]1>>[O:1]([C:2]1([CH:15]2[N:16]([CH2:21][c:22]3[cH:23][cH:24][c:25]([O:28][CH3:29])[cH:26][cH:27]3)[C:17](=[O:20])[S:18][CH2:19]2)[O:3][CH:4]([CH2:9][CH2:10][CH:11]([CH:12]=[CH2:13])[CH3:14])[CH2:5][CH:6]([OH:8])[CH2:7]1)[CH3:31]. The reactants are CNC(=O)c1cc(Oc2ccc3nc(S(C)=O)sc3c2)ccn1, NCC1CCCCC1, CN(C)C=O. The product is CNC(=O)c1cc(Oc2ccc3nc(NCC4CCCCC4)sc3c2)ccn1. RXN SMILES: [CH3:1][NH:2][C:3](=[O:4])[c:5]1[n:6][cH:7][cH:8][c:9]([O:11][c:12]2[cH:13][c:14]3[c:15]([n:16][c:17]([S:19]([CH3:20])=[O:21])[s:18]3)[cH:22][cH:23]2)[cH:10]1.[CH:24]1([CH2:30][NH2:31])[CH2:25][CH2:26][CH2:27][CH2:28][CH2:29]1.[O:32]=[CH:33][N:34]([CH3:35])[CH3:36]>>[CH3:1][NH:2][C:3](=[O:4])[c:5]1[n:6][cH:7][cH:8][c:9]([O:11][c:12]2[cH:13][c:14]3[c:15]([n:16][c:17]([NH:31][CH2:30][CH:24]4[CH2:25][CH2:26][CH2:27][CH2:28][CH2:29]4)[s:18]3)[cH:22][cH:23]2)[cH:10]1. The reactants are O=C1C(C[C@H]2N(COC2)C([C@H](CC(=O)OC(C)(C)C)CC2=CC=C(C=C2)Cl)=O)C=CC=C1 (tert-butyl 4-[(4R)-2-oxo-4-benzyl(1,3-oxazolidin-3-yl)](3S)-3-[(4-chlorophenyl)methyl]-4-oxobutanoate), OO (H2O2), O[Li].O (LiOH—H2O). Run in C1CCOC1 (THF). Conditions: time 3 hour. The product is C(C)(C)(C)OC(=O)C[C@@H](C(=O)O)CC1=CC=C(C=C1)Cl ((2S)-3-[(tert-Butyl)-oxycarbonyl]-2-[(4-chlorophenyl)methyl]-propanoic acid), oil. RXN SMILES: O=C1C=CC=CC1C[C@@H]1COCN1[C:10](=[O:28])[C@@H:11]([CH2:20][C:21]1[CH:26]=[CH:25][C:24]([Cl:27])=[CH:23][CH:22]=1)[CH2:12][C:13]([O:15][C:16]([CH3:19])([CH3:18])[CH3:17])=[O:14].[OH:33]O.O[Li].O>C1COCC1>[C:16]([O:15][C:13]([CH2:12][C@H:11]([CH2:20][C:21]1[CH:22]=[CH:23][C:24]([Cl:27])=[CH:25][CH:26]=1)[C:10]([OH:28])=[O:33])=[O:14])([CH3:17])([CH3:18])[CH3:19] |f:2.3|. Reported procedure: To a solution of tert-butyl 4-[(4R)-2-oxo-4-benzyl-(1,3-oxazolidin-3-yl)](3S)-3-[(4-chlorophenyl)methyl]-4-oxobutanoate (Step 3) (0.3 g, 0.656 mmol) in 10 mL of THF was added 0.1 mL of H2O2 (35%) and 33 mg of LiOH—H2O (0.787 mmol). The reaction was stirred at RT for 3 h and extracted with 30 mL of Et2O. The aqueous solution was acidified with 2N HCl to pH˜2 and extracted with 50 mL of EtOAc. These EtOAc extractions were combined, dried over Na2SO4 and concentrated in vacuo. (2S)-3-[(tert-Butyl)-... Starting materials: CC#N, O=C=NC(=O)c1ccccc1Cl, CC(Oc1ccc(N)cc1)c1ccccc1. Product: CC(Oc1ccc(NC(=O)NC(=O)c2ccccc2Cl)cc1)c1ccccc1. As a reaction SMILES: [CH3:29][C:30]#[N:31].[Cl:1][c:2]1[c:3]([C:4](=[O:5])[N:6]=[C:7]=[O:8])[cH:9][cH:10][cH:11][cH:12]1.[c:13]1([CH:19]([CH3:20])[O:21][c:22]2[cH:23][cH:24][c:25]([NH2:26])[cH:27][cH:28]2)[cH:14][cH:15][cH:16][cH:17][cH:18]1>>[Cl:1][c:2]1[c:3]([C:4](=[O:5])[NH:6][C:7](=[O:8])[NH:26][c:25]2[cH:24][cH:23][c:22]([O:21][CH:19]([c:13]3[cH:14][cH:15][cH:16][cH:17][cH:18]3)[CH3:20])[cH:28][cH:27]2)[cH:9][cH:10][cH:11][cH:12]1.